This data is from the Open Reaction Database (ORD), a public repository of structured organic reaction records. The task is: describe an organic reaction: reactants, conditions, products, and yield Starting materials: C(C1=CC=CC=C1)(=O)O.OC[C@H]([C@H]1CC[C@H]2[C@@H]3CCC4=CC(CC[C@]4(C)[C@H]3CC[C@]12C)=O)C ((20S)-21-hydroxy-20-methylpregn-4-en-3-one benzoate), OO (hydrogen peroxide), [OH-].[Na+] (sodium hydroxide). Run in CO (methanol), ClCCl (dichloromethane), O (water). Reaction conditions: time 4 hour. The product is C(C1=CC=CC=C1)(=O)O.O1C2C13CC[C@H]1[C@@H]4CC[C@H]([C@@H](CO)C)[C@]4(CC[C@@H]1[C@]3(CCC2=O)C)C ((20S)-4,5-epoxy-21-hydroxy-20-methylpregnan-3-one benzoate). Yield: 16.7%. RXN SMILES: [C:1]([OH:9])(=[O:8])[C:2]1[CH:7]=[CH:6][CH:5]=[CH:4][CH:3]=1.[OH:10][CH2:11][C@@H:12]([CH3:33])[C@@H:13]1[C@:30]2([CH3:31])[C@H:16]([C@H:17]3[C@H:27]([CH2:28][CH2:29]2)[C@:25]2([CH3:26])[C:20](=[CH:21][C:22](=[O:32])[CH2:23][CH2:24]2)[CH2:19][CH2:18]3)[CH2:15][CH2:14]1.OO.[OH-:36].[Na+]>CO.ClCCl.O>[C:1]([OH:9])(=[O:8])[C:2]1[CH:7]=[CH:6][CH:5]=[CH:4][CH:3]=1.[O:36]1[C:20]23[C@:25]([CH3:26])([CH2:24][CH2:23][C:22](=[O:32])[CH:21]12)[C@@H:27]1[C@H:17]([C@H:16]2[C@:30]([CH3:31])([CH2:29][CH2:28]1)[C@@H:13]([C@H:12]([CH3:33])[CH2:11][OH:10])[CH2:14][CH2:15]2)[CH2:18][CH2:19]3 |f:0.1,3.4,8.9|. Reported procedure: A solution of (20S)-21-hydroxy-20-methylpregn-4-en-3-one benzoate (8.9 g, 20.5 mmole) in methanol (80 mL) and dichloromethane (80 mL) was cooled to 15° C. and treated sequentially with 30% hydrogen peroxide (5.0 mL) and sodium hydroxide (1.09 g) in water (6.7 mL). After 4 hours at room temperature, the product was isolated from the reaction mixture by the same procedure as described in Example 7 to give (20S)-4,5-epoxy-21-hydroxy-20-methylpregnan-3-one benzoate (1.6 g, 17.3%) IR 1720, 1280 cm-1 ...